From a dataset of the Open Reaction Database (ORD), a public repository of structured organic reaction records. describe an organic reaction: reactants, conditions, products, and yield Starting materials: O (Water), [H-].[Na+] (Sodium hydride), OCC1=C(C=CC=C1)C(C(=O)NC)=NOC (2-hydroxymethyl-α-methyoxyimino-N-methyl-benzeneacetamide), BrC=1C=C(C(=NC1)F)C (5-bromo-2-fluoro-3-methyl pyridine). Run in C1CCOC1 (THF). Reaction conditions: temperature 25 celsius, time 10 minute. The product is CON=C(C(=O)NC)C1=C(C=CC=C1)COC1=NC=C(C=C1C)Br (α-(methoxyimino)-N-methyl-2-[[[5-bromo-3-methyl-2-pyridinyl]oxy]methyl]-benzeneacetamide). Yield: 62.3%. As a reaction SMILES: [H-].[Na+].[OH:3][CH2:4][C:5]1[CH:10]=[CH:9][CH:8]=[CH:7][C:6]=1[C:11](=[N:16][O:17][CH3:18])[C:12]([NH:14][CH3:15])=[O:13].[Br:19][C:20]1[CH:21]=[C:22]([CH3:27])[C:23](F)=[N:24][CH:25]=1.O>C1COCC1>[CH3:18][O:17][N:16]=[C:11]([C:6]1[CH:7]=[CH:8][CH:9]=[CH:10][C:5]=1[CH2:4][O:3][C:23]1[C:22]([CH3:27])=[CH:21][C:20]([Br:19])=[CH:25][N:24]=1)[C:12]([NH:14][CH3:15])=[O:13] |f:0.1|. Procedure: Sodium hydride (60%, 0.18 g, 4,5 mmol) was added to a solution of 2-hydroxymethyl-α-methyoxyimino-N-methyl-benzeneacetamide (1.0 g, 4.5 mmol) in dry THF (25 mL) and stirred for 10 minutes at 25° C. under N2 atmosphere. The pyridine product of Example 1 (0.86 g, 4.5 mmol) was added to this reaction mixture and stirred for 16 hours. Water (20 mL) was added and the resulting mixture was extracted with ether (3×50 mL), dried (anhydrous Na2SO4), filtered and concentrated in vacuo to yield crude resid... The reactants are CC(C)(C)OC(=O)Nc1ccc(-c2cnc(OC3CN4CCC3CC4)nc2)cc1[N+](=O)[O-], CCO, Cl. Yields the product Nc1ccc(-c2cnc(OC3CN4CCC3CC4)nc2)cc1[N+](=O)[O-]. As a reaction SMILES: [C:1]([O:2][C:3](=[O:4])[NH:7][c:8]1[c:9]([N+:29](=[O:30])[O-:31])[cH:10][c:11](-[c:14]2[cH:15][n:16][c:17]([O:20][CH:21]3[CH2:22][N:23]4[CH2:24][CH2:25][CH:26]3[CH2:27][CH2:28]4)[n:18][cH:19]2)[cH:12][cH:13]1)([CH3:5])([CH3:6])[CH3:32].[CH3:34][CH2:35][OH:36].[ClH:33]>>[NH2:7][c:8]1[c:9]([N+:29](=[O:30])[O-:31])[cH:10][c:11](-[c:14]2[cH:15][n:16][c:17]([O:20][CH:21]3[CH2:22][N:23]4[CH2:24][CH2:25][CH:26]3[CH2:27][CH2:28]4)[n:18][cH:19]2)[cH:12][cH:13]1. The reactants are O=S1(CCN(CC2=C1C=CC=C2)C2=NC1=CC=C(C=C1C(=C2)N)C)=O (2-(1,1-dioxido-2,3-dihydro-1,4-benzothiazepin-4(5H)-yl)-6-methylquinolin-4-amine), N12CCCCCC2=NCCC1 (1,8-diazabicyclo[5.4.0]undec-7-ene), ClCC(=O)Cl (chloroacetyl chloride). Solvent: C(C)(=O)OCC (ethyl acetate), C(Cl)(Cl)Cl (chloroform). Isolated yield 19.9%. As a reaction SMILES: [O:1]=[S:2]1(=[O:25])[C:8]2[CH:9]=[CH:10][CH:11]=[CH:12][C:7]=2[CH2:6][N:5]([C:13]2[CH:22]=[C:21]([NH2:23])[C:20]3[C:15](=[CH:16][CH:17]=[C:18]([CH3:24])[CH:19]=3)[N:14]=2)[CH2:4][CH2:3]1.N12CCCN=C1CCCCC2.[Cl:37][CH2:38][C:39](Cl)=[O:40]>C(Cl)(Cl)Cl.C(OCC)(=O)C>[Cl:37][CH2:38][C:39]([NH:23][C:21]1[C:20]2[C:15](=[CH:16][CH:17]=[C:18]([CH3:24])[CH:19]=2)[N:14]=[C:13]([N:5]2[CH2:6][C:7]3[CH:12]=[CH:11][CH:10]=[CH:9][C:8]=3[S:2](=[O:1])(=[O:25])[CH2:3][CH2:4]2)[CH:22]=1)=[O:40]. Yields the product ClCC(=O)NC1=CC(=NC2=CC=C(C=C12)C)N1CCS(C2=C(C1)C=CC=C2)(=O)=O (2-Chloro-N-[2-(1,1-dioxido-2,3-dihydro-1,4-benzothiazepin-4(5H)-yl)-6-methylquinolin-4-yl]acetamide). Conditions: temperature 70 celsius, time 2 hour. Procedure details: To a solution of 2-(1,1-dioxido-2,3-dihydro-1,4-benzothiazepin-4(5H)-yl)-6-methylquinolin-4-amine (500 mg, 1.4 mmol) in chloroform (10 mL) was added 1,8-diazabicyclo[5.4.0]undec-7-ene (0.41 mL, 2.8 mmol) followed by chloroacetyl chloride (0.17 mL, 2.1 mmol) at room temperature. The resulting solution was heated with stirring at 70° C. for 2 hours under nitrogen. After being cooled to room temperature, the reaction was diluted with ethyl acetate (50 mL), washed with water (50 mL×3), dried over so... Run in CCOCC (ether), C(Cl)Cl (methylene chloride), C(Cl)Cl (methylene chloride). The reagents and catalysts are [O-2].[O-2].[O-2].[Cr+6] (chromium trioxide). Yield: 94.8%. The reactants are N1=CC=CC=C1 (pyridine), CCCCCCCC/C=C\CCO (3Z-dodecen-1-ol). The product is C(\C=C/CCCCCCCCC)=O (3Z-dodecen-1-al). Procedure: A solution of 9.5 ml of pyridine in 150 ml of methylene chloride was treated in one portion with 6.0 g of chromium trioxide. The mixture was stirred for 15 minutes at room temperature and then 1.60 g of 3Z-dodecen-1-ol in 3 ml of methylene chloride was added. After 5 minutes the reaction mixture was diluted with 200 ml of ether and then filtered through celite. The filtrate was washed three times with 100 ml of 5% aqueous sodium hydroxide, then with ice-cold 5% hydrochloric acid, saturated sodiu... RXN SMILES: N1C=CC=CC=1.[CH3:7][CH2:8][CH2:9][CH2:10][CH2:11][CH2:12][CH2:13][CH2:14]/[CH:15]=[CH:16]\[CH2:17][CH2:18][OH:19]>C(Cl)Cl.CCOCC.[O-2].[O-2].[O-2].[Cr+6]>[CH:18](=[O:19])/[CH:17]=[CH:16]\[CH2:15][CH2:14][CH2:13][CH2:12][CH2:11][CH2:10][CH2:9][CH2:8][CH3:7] |f:4.5.6.7|. Run at time 15 minute. Starting materials: FC(C(=O)O)(F)F (Trifluoroacetic acid), COC1=C(C=C2C=C(NC2=C1)C1(CC1)C)C (6-methoxy-5-methyl-2-(1-methylcyclopropyl)-1H-indole), C(=O)C1=CC=CC(=N1)C(=O)OC (methyl 6-formylpyridine-2-carboxylate), C(C)[SiH](CC)CC (triethylsilane). The solvent is ClCCl (dichloromethane), C(C)(=O)OCC (ethyl acetate). Conditions: time 3 hour. Yields the product COC1=C(C=C2C(=C(NC2=C1)C1(CC1)C)CC1=CC=CC(=N1)C(=O)OC)C (Methyl 6-[6-methoxy-5-methyl-2-(1-methylcyclopropyl)-1H-indol-3-ylmethyl]pyridine-2-carboxylate). Yield: 69.4%. Reaction SMILES: [CH3:1][O:2][C:3]1[CH:11]=[C:10]2[C:6]([CH:7]=[C:8]([C:12]3([CH3:15])[CH2:14][CH2:13]3)[NH:9]2)=[CH:5][C:4]=1[CH3:16].[CH:17]([C:19]1[N:24]=[C:23]([C:25]([O:27][CH3:28])=[O:26])[CH:22]=[CH:21][CH:20]=1)=O.C([SiH](CC)CC)C.FC(F)(F)C(O)=O>ClCCl.C(OCC)(=O)C>[CH3:1][O:2][C:3]1[CH:11]=[C:10]2[C:6]([C:7]([CH2:17][C:19]3[N:24]=[C:23]([C:25]([O:27][CH3:28])=[O:26])[CH:22]=[CH:21][CH:20]=3)=[C:8]([C:12]3([CH3:15])[CH2:13][CH2:14]3)[NH:9]2)=[CH:5][C:4]=1[CH3:16]. Procedure details: To a solution of 6-methoxy-5-methyl-2-(1-methylcyclopropyl)-1H-indole (586 mg) and methyl 6-formylpyridine-2-carboxylate (450 mg) in dichloromethane (13.6 mL) was added triethylsilane (1.30 mL) under ice-cooling. Trifluoroacetic acid (0.313 mL) was added dropwise thereto, and the mixture was stirred under ice-cooling for 30 minutes and then at room temperature for 3 hours. The reaction mixture was diluted with ethyl acetate and washed with a saturated aqueous sodium hydrogen carbonate solution. ... Starting materials: BrCCOC1=C(C=C(C=O)C=C1)OC (4-(2-bromo-ethoxy)-3-methoxy-benzaldehyde), N1C(CCC1=O)=O (pyrrolidine-2,5-dione), C(=O)([O-])[O-].[K+].[K+] (K2CO3). The solvent is C(C)#N (acetonitrile). The product is O=C1N(C(CC1)=O)CCOC1=C(C=C(C=O)C=C1)OC (4-[2-(2,5-Dioxo-pyrrolidin-1-yl)-ethoxy]-3-methoxy-benzaldehyde). RXN SMILES: Br[CH2:2][CH2:3][O:4][C:5]1[CH:12]=[CH:11][C:8]([CH:9]=[O:10])=[CH:7][C:6]=1[O:13][CH3:14].[NH:15]1[C:19](=[O:20])[CH2:18][CH2:17][C:16]1=[O:21].C([O-])([O-])=O.[K+].[K+]>C(#N)C>[O:21]=[C:16]1[CH2:17][CH2:18][C:19](=[O:20])[N:15]1[CH2:2][CH2:3][O:4][C:5]1[CH:12]=[CH:11][C:8]([CH:9]=[O:10])=[CH:7][C:6]=1[O:13][CH3:14] |f:2.3.4|. Procedure: B method: 11.66 g (45 mmol) of 4-(2-bromo-ethoxy)-3-methoxy-benzaldehyde (6.2) and 4.46 g (45 mmol) pyrrolidine-2,5-dione (7.2) is heated with 8.28 g (60 mmol) K2CO3 in 200 ml of acetonitrile for 8 h. After same isolation procedure as in A method 4.1 is given with same purity.